Dataset: the Open Reaction Database (ORD), a public repository of structured organic reaction records. Task: describe an organic reaction: reactants, conditions, products, and yield Reactants: CO, [OH-], [OH-], CC1CC(C(=O)OCc2ccccc2)CC1O, CC1CC(C(=O)OCc2ccccc2)CC1O, CC1CC(C(=O)O)CC1O, [Pd+2]. The product is CC1CC(C(=O)O)CC1O. As a reaction SMILES: [CH3:45][OH:46].[OH-:47].[OH-:49].[OH:18][CH:19]1[CH:20]([CH3:21])[CH2:22][CH:23]([C:24]([O:25][CH2:26][c:27]2[cH:28][cH:29][cH:30][cH:31][cH:32]2)=[O:33])[CH2:34]1.[OH:1][CH:2]1[CH2:3][CH:4]([C:8](=[O:9])[O:10][CH2:11][c:12]2[cH:13][cH:14][cH:15][cH:16][cH:17]2)[CH2:5][CH:6]1[CH3:7].[OH:35][CH:36]1[CH:37]([CH3:38])[CH2:39][CH:40]([C:41]([OH:42])=[O:43])[CH2:44]1.[Pd+2:48]>>[OH:1][CH:2]1[CH2:3][CH:4]([C:8](=[O:9])[OH:10])[CH2:5][CH:6]1[CH3:7]. Starting materials: ClC1=NC=CC(=N1)C=1C=C(C=O)C=CC1 (3-(2-Chloro-pyrimidin-4-yl)-benzaldehyde), NC=1C=NC=CC1 (3-aminopyridine), 297. Yields the product ClC1=NC=CC(=N1)C=1C=C(CNC=2C=NC=CC2)C=CC1 ([3-(2-Chloro-pyrimidin-4-yl)-benzyl]-pyridin-3-yl-amine). RXN SMILES: [Cl:1][C:2]1[N:7]=[C:6]([C:8]2[CH:9]=[C:10]([CH:13]=[CH:14][CH:15]=2)[CH:11]=O)[CH:5]=[CH:4][N:3]=1.[NH2:16][C:17]1[CH:18]=[N:19][CH:20]=[CH:21][CH:22]=1>>[Cl:1][C:2]1[N:7]=[C:6]([C:8]2[CH:9]=[C:10]([CH:13]=[CH:14][CH:15]=2)[CH2:11][NH:16][C:17]2[CH:18]=[N:19][CH:20]=[CH:21][CH:22]=2)[CH:5]=[CH:4][N:3]=1. Procedure: Intermediate 1 was coupled with 3-aminopyridine following procedure B. LC-MS showed the product had the expected M+H+ of 297.